From a dataset of the Open Reaction Database (ORD), a public repository of structured organic reaction records. describe an organic reaction: reactants, conditions, products, and yield Reactants: C1=CC2=C3C(=C1)C(=O)N(C[C@H]3CCC2)[C@@H]4CN5CCC4CC5 (palonosetron), C1(=CC=CC=2CCCCC12)C(=O)O (5,6,7,8-tetrahydro-1-naphthalenecarboxylic acid), C1(=CC=CC=2CCCCC12)C(=O)O (5,6,7,8-tetrahydro-1-naphthalenecarboxylic acid), N[C@@H]1CN2CCC1CC2 ((S)-3-amino-1-azabicyclo[2.2.2]octane), N[C@@H]1CN2CCC1CC2 ((S)-3-amino-1-azabicyclo[2.2.2]octane). Product: N12C[C@H](C(CC1)CC2)NC(=O)C2=CC=CC=1CCCCC21 ((S)—N-(1-azabicyclo-[2.2.2]oct-3-yl)-5,6,7,8-tetrahydro-1-naphthalenecarboxamide). Reaction SMILES: [CH:1]1[CH:6]=[C:5]2[C:7]([N:9]([C@H:15]3[CH:20]4[CH2:21][CH2:22][N:17]([CH2:18][CH2:19]4)[CH2:16]3)C[C@H:11]3[CH2:12][CH2:13][CH2:14][C:3](=[C:4]23)[CH:2]=1)=[O:8].C1(C(O)=O)C2CCCCC=2C=CC=1.N[C@H]1C2CCN(CC2)C1>>[N:17]12[CH2:18][CH2:19][CH:20]([CH2:21][CH2:22]1)[C@H:15]([NH:9][C:7]([C:5]1[C:4]3[CH2:11][CH2:12][CH2:13][CH2:14][C:3]=3[CH:2]=[CH:1][CH:6]=1)=[O:8])[CH2:16]2. Procedure: The synthetic route for preparing palonosetron is described in U.S. Pat. No. 5,202,333, wherein 5,6,7,8-tetrahydro-1-naphthalenecarboxylic acid (Compound II) is reacted with (S)-3-amino-1-azabicyclo[2.2.2]octane (Compound III) to obtain (S)—N-(1-azabicyclo-[2.2.2]oct-3-yl)-5,6,7,8-tetrahydro-1-naphthalenecarboxamide (Compound IV), which is recrystallized from a mixture of ethyl acetate and hexane. Reaction of Compound IV with n-butyl lithium in hexane in presence of dimethylformamide (DMF) affor...